Task: describe an organic reaction: reactants, conditions, products, and yield. Dataset: the Open Reaction Database (ORD), a public repository of structured organic reaction records The reactants are COC(C[C@@H]1COC2=C1C=CC(=C2)O[C@@H]2CCC1=C(C(=CC=C21)C(F)(F)F)CBr)=O ({(S)-6-[(R)-4-bromomethyl-5-trifluoromethyl-indan-1-yloxy]-2,3-dihydro-benzofuran-3-yl}-acetic acid methyl ester), N1=CC=CC=2C=NCCC12 (7,8-dihydro-[1,6]naphthyridine), Intermediate 42. Product: COC(C[C@@H]1COC2=C1C=CC(=C2)O[C@@H]2CCC1=C(C(=CC=C21)C(F)(F)F)CN2CC=1C=CC=NC1CC2)=O ({(S)-6-[(R)-4-(7,8-Dihydro-[1,6]naphthyridin-6-ylmethyl)-5-trifluoromethyl-indan-1-yloxy]-2,3-dihydro-benzofuran-3-yl}-acetic acid methyl ester). As a reaction SMILES: [CH3:1][O:2][C:3](=[O:30])[CH2:4][C@H:5]1[C:9]2[CH:10]=[CH:11][C:12]([O:14][C@H:15]3[C:23]4[C:18](=[C:19]([CH2:28]Br)[C:20]([C:24]([F:27])([F:26])[F:25])=[CH:21][CH:22]=4)[CH2:17][CH2:16]3)=[CH:13][C:8]=2[O:7][CH2:6]1.[N:31]1[C:40]2[CH2:39][CH2:38][N:37]=[CH:36][C:35]=2[CH:34]=[CH:33][CH:32]=1>>[CH3:1][O:2][C:3](=[O:30])[CH2:4][C@H:5]1[C:9]2[CH:10]=[CH:11][C:12]([O:14][C@H:15]3[C:23]4[C:18](=[C:19]([CH2:28][N:37]5[CH2:38][CH2:39][C:40]6[N:31]=[CH:32][CH:33]=[CH:34][C:35]=6[CH2:36]5)[C:20]([C:24]([F:27])([F:26])[F:25])=[CH:21][CH:22]=4)[CH2:17][CH2:16]3)=[CH:13][C:8]=2[O:7][CH2:6]1. Procedure details: The title compound is prepared from {(S)-6-[(R)-4-bromomethyl-5-trifluoromethyl-indan-1-yloxy]-2,3-dihydro-benzofuran-3-yl}-acetic acid methyl ester and 7,8-dihydro-[1,6]naphthyridine following a procedure analogous to that described for Intermediate 42. LC (method 1): tR=1.01 min; Mass spectrum (ESI+): m/z=539 [M+H]+. Product: BrC=1C=CC2=C(N(C=N2)C2=CC(=C(C(=O)OCC)C=C2)F)C1 (Ethyl 4-(6-bromo-1H-benzo[d]imidazol-1-yl)-2-fluoro-benzoate). RXN SMILES: [NH2:1][C:2]1[CH:7]=[CH:6][C:5]([Br:8])=[CH:4][C:3]=1[NH:9][C:10]1[CH:20]=[CH:19][C:13]([C:14]([O:16][CH2:17][CH3:18])=[O:15])=[C:12]([F:21])[CH:11]=1.[CH2:22](OC(OCC)OCC)C>>[Br:8][C:5]1[CH:6]=[CH:7][C:2]2[N:1]=[CH:22][N:9]([C:10]3[CH:20]=[CH:19][C:13]([C:14]([O:16][CH2:17][CH3:18])=[O:15])=[C:12]([F:21])[CH:11]=3)[C:3]=2[CH:4]=1. Reported procedure: 917 mg ethyl 4-(2-amino-5-bromo-phenylamino)-2-fluoro-benzoate (compound in Production Example 333) and 7 mL triethoxymethane were stirred at 140° C. for 3 hours. The solvent was evaporated, and the residue was purified by NH silica gel chromatography (ethyl acetate/hexane). By recrystallization from ethyl acetate/hexane, 734 mg of the title compound was obtained as pale pink crystals. Starting materials: NC1=C(C=C(C=C1)Br)NC1=CC(=C(C(=O)OCC)C=C1)F (ethyl 4-(2-amino-5-bromo-phenylamino)-2-fluoro-benzoate), C(C)OC(OCC)OCC (triethoxymethane). Reactants: [OH-].[Li+] (lithium hydroxide), COC([C@@H](NC[C@H](C(C)C)NC(=O)OC(C)(C)C)CC1=CC=CC=C1)=O (N-(3-methyl-2(S)-(t-butoxycarbonylamino)-but-1-yl)phenylalanine methyl ester). Run in O (water), COCCOC (ethylene glycol dimethyl ether). Conditions: time 2 hour. The product is CC([C@@H](CN[C@@H](CC1=CC=CC=C1)C(=O)O)NC(=O)OC(C)(C)C)C (N-(3-methyl-2(S)-(t-butoxycarbonylamino)but-1-yl)phenylalanine). Isolated yield 89.7%. Reaction SMILES: [OH-].[Li+].C[O:4][C:5](=[O:28])[C@H:6]([CH2:21][C:22]1[CH:27]=[CH:26][CH:25]=[CH:24][CH:23]=1)[NH:7][CH2:8][C@@H:9]([NH:13][C:14]([O:16][C:17]([CH3:20])([CH3:19])[CH3:18])=[O:15])[CH:10]([CH3:12])[CH3:11]>O.COCCOC>[CH3:11][CH:10]([CH3:12])[C@H:9]([NH:13][C:14]([O:16][C:17]([CH3:18])([CH3:20])[CH3:19])=[O:15])[CH2:8][NH:7][C@H:6]([C:5]([OH:28])=[O:4])[CH2:21][C:22]1[CH:23]=[CH:24][CH:25]=[CH:26][CH:27]=1 |f:0.1|. Procedure: A solution of lithium hydroxide (1.63 g, 0.068 mole) in water (70 ml) was added to a solution of the product of Step A (7.6 g, 0.021 mole) in ethylene glycol dimethyl ether (100 ml) with cooling in an ice bath. The reaction mixture was stirred at room temperature under Ar for 2 hours, concentrated in vacuo, and extracted (2×) with ethyl acetate. The aqueous phase was neutralized with 10% of citric acid, cooled and filtered to give the product as a white solid (6.6 g), mp >193° (dec). Reactants: C(C1=CC=CC=C1)OC(=O)C1=C2C[C@H]3N(C[C@H](C[C@@H]3C=3C=CC=C(N1)C32)NC(=O)N(CC)CC)C (8α-(3,3-diethylureido)-6-methylergoline-2-carboxylic acid benzyl ester), N (ammonia). Solvent: saturated solution, C(CO)O (ethylene glycol). The product is C(C)N(C(N[C@@H]1CN([C@@H]2CC3=CNC4=CC=CC([C@H]2C1)=C34)C)=O)CC (8α-(3,3-diethylureido)-6-methylergoline). Yield: 85.3%. As a reaction SMILES: C(OC([C:11]1[NH:25][C:24]2[C:26]3[C:12]=1[CH2:13][C@@H:14]1[C@@H:19]([C:20]=3[CH:21]=[CH:22][CH:23]=2)[CH2:18][C@H:17]([NH:27][C:28]([N:30]([CH2:33][CH3:34])[CH2:31][CH3:32])=[O:29])[CH2:16][N:15]1[CH3:35])=O)C1C=CC=CC=1.N>C(O)CO>[CH2:33]([N:30]([CH2:31][CH3:32])[C:28](=[O:29])[NH:27][C@H:17]1[CH2:18][C@H:19]2[C@@H:14]([CH2:13][C:12]3[C:26]4[C:24](=[CH:23][CH:22]=[CH:21][C:20]2=4)[NH:25][CH:11]=3)[N:15]([CH3:35])[CH2:16]1)[CH3:34]. Procedure details: 150 mg (0.31 mmol) of 8α-(3,3-diethylureido)-6-methylergoline-2-carboxylic acid benzyl ester is heated in 3 ml of a saturated solution of ammonia in ethylene glycol for 3 hours to 100° C. After dilution with water, the mixture is extracted with ethyl acetate and the organic phase washed with saturated sodium chloride solution, dried over magnesium sulfate, filtered, and concentrated. The residue is chromatographed over silica gel with methylene chloride/ethanol=8:1. After trituration in ethanol/...